This data is from the Open Reaction Database (ORD), a public repository of structured organic reaction records. The task is: describe an organic reaction: reactants, conditions, products, and yield Reactants: CSC(=NC1CCCc2ccccc21)NC#N, CC(C)CN, CC#N. Yields the product CC(C)CNC(=NC#N)NC1CCCc2ccccc21. Reaction SMILES: [C:1](#[N:2])[NH:3][C:4]([S:5][CH3:6])=[N:7][CH:8]1[CH2:9][CH2:10][CH2:11][c:12]2[cH:13][cH:14][cH:15][cH:16][c:17]21.[CH2:18]([CH:19]([CH3:20])[CH3:21])[NH2:22].[CH3:23][C:24]#[N:25]>>[C:1](#[N:2])[N:3]=[C:4]([NH:7][CH:8]1[CH2:9][CH2:10][CH2:11][c:12]2[cH:13][cH:14][cH:15][cH:16][c:17]21)[NH:22][CH2:18][CH:19]([CH3:20])[CH3:21]. The reactants are CC1(C(C2=C(C(=C(C=C2C1)OC)Cl)Cl)=O)C (2,2-dimethyl-5-methoxy-6,7-dichloro-1-indanone), [Cl-].[Al+3].[Cl-].[Cl-] (aluminum chloride). Solvent: CCCCCCC (heptane). Product: CC1(C(C2=C(C(=C(C=C2C1)O)Cl)Cl)=O)C (2,2-Dimethyl-5-hydroxy-6,7-dichloro-1-indanone). As a reaction SMILES: [CH3:1][C:2]1([CH3:16])[CH2:10][C:9]2[C:4](=[C:5]([Cl:14])[C:6]([Cl:13])=[C:7]([O:11]C)[CH:8]=2)[C:3]1=[O:15].[Cl-].[Al+3].[Cl-].[Cl-]>CCCCCCC>[CH3:1][C:2]1([CH3:16])[CH2:10][C:9]2[C:4](=[C:5]([Cl:14])[C:6]([Cl:13])=[C:7]([OH:11])[CH:8]=2)[C:3]1=[O:15] |f:1.2.3.4|. Procedure: A stirred suspension of 2,2-dimethyl-5-methoxy-6,7-dichloro-1-indanone (12.2 g., 0.047 mole) and aluminum chloride (15.5 g., 0.116 mole) in heptane (500 ml.) is refluxed for 1 hour and cooled. The heptane is decanted from the reaction mixture and the solid residue is poured into ice (500 g.) and concentrated hydrochloric acid (50ml.). The product which separates (7.6 g.) melts at 273° C. after crystallization from nitromethane.